From a dataset of the Open Reaction Database (ORD), a public repository of structured organic reaction records. describe an organic reaction: reactants, conditions, products, and yield Starting materials: CO, [Li+], [OH-], O, CCOC(=O)c1noc(-c2ccccc2)c1C(F)(F)F. Yields the product O=C(O)c1noc(-c2ccccc2)c1C(F)(F)F. Reaction SMILES: [CH3:23][OH:24].[Li+:21].[OH-:22].[OH2:25].[c:1]1(-[c:7]2[c:8]([C:17]([F:18])([F:19])[F:20])[c:9]([C:12](=[O:13])[O:14][CH2:15][CH3:16])[n:10][o:11]2)[cH:2][cH:3][cH:4][cH:5][cH:6]1>>[c:1]1(-[c:7]2[c:8]([C:17]([F:18])([F:19])[F:20])[c:9]([C:12](=[O:13])[OH:14])[n:10][o:11]2)[cH:2][cH:3][cH:4][cH:5][cH:6]1. Starting materials: CN(C)C=O, CCO, NC1CCNC1, Nc1nc(-n2cc(C(=O)O)c(=O)c3cc(F)c(F)c(Cl)c32)c(F)cc1F. The product is Nc1nc(-n2cc(C(=O)O)c(=O)c3cc(F)c(N4CCC(N)C4)c(Cl)c32)c(F)cc1F. RXN SMILES: [CH3:1][N:2]([CH3:3])[CH:4]=[O:5].[CH3:38][CH2:39][OH:40].[NH2:32][CH:33]1[CH2:34][NH:35][CH2:36][CH2:37]1.[NH2:6][c:7]1[c:8]([F:31])[cH:9][c:10]([F:30])[c:11](-[n:13]2[cH:14][c:15]([C:27](=[O:28])[OH:29])[c:16](=[O:26])[c:17]3[cH:18][c:19]([F:25])[c:20]([F:24])[c:21]([Cl:23])[c:22]23)[n:12]1>>[NH2:6][c:7]1[c:8]([F:31])[cH:9][c:10]([F:30])[c:11](-[n:13]2[cH:14][c:15]([C:27](=[O:28])[OH:29])[c:16](=[O:26])[c:17]3[cH:18][c:19]([F:25])[c:20]([N:35]4[CH2:34][CH:33]([NH2:32])[CH2:37][CH2:36]4)[c:21]([Cl:23])[c:22]23)[n:12]1. Reactants: C(CC(O)(C(=O)O)CC(=O)O)(=O)O (Citric acid), FC(C1=NN(C=C1)CC=1C=C(C=CC1)C1=C(SC(=C1)CC(C)C)S(=O)(=O)NC(C)(C)C)(F)F (3-[3-(3-trifluoromethylpyrazol-1-ylmethyl)phenyl]-5-iso-butyl-N-tert-butylthiophene-2-sulfonamide), B(Cl)(Cl)Cl (BCl3), N1(CCCC1)C1=NC=CC=C1 (pyrrolidinopyridine), ClC(=O)OCCCC (butyl chloroformate). Solvent: C(Cl)Cl (CH2Cl2). Run at time 1 hour. Product: C(CCC)OC(=O)NS(=O)(=O)C=1SC(=CC1C1=CC(=CC=C1)CN1N=C(C=C1)C(F)(F)F)CC(C)C (N-Butyloxycarbonyl-3-[3-(3-trifluoromethylpyrazol-1-ylmethyl)phenyl]-5-iso-butylthiophene-2-sulfonamide). The yield is 88.0%. Reaction SMILES: [F:1][C:2]([F:33])([F:32])[C:3]1[CH:7]=[CH:6][N:5]([CH2:8][C:9]2[CH:10]=[C:11]([C:15]3[CH:19]=[C:18]([CH2:20][CH:21]([CH3:23])[CH3:22])[S:17][C:16]=3[S:24]([NH:27]C(C)(C)C)(=[O:26])=[O:25])[CH:12]=[CH:13][CH:14]=2)[N:4]=1.B(Cl)(Cl)Cl.N1(C2C=CC=CN=2)CCCC1.Cl[C:50]([O:52][CH2:53][CH2:54][CH2:55][CH3:56])=[O:51].C(O)(=O)CC(CC(O)=O)(C(O)=O)O>C(Cl)Cl>[CH2:53]([O:52][C:50]([NH:27][S:24]([C:16]1[S:17][C:18]([CH2:20][CH:21]([CH3:23])[CH3:22])=[CH:19][C:15]=1[C:11]1[CH:12]=[CH:13][CH:14]=[C:9]([CH2:8][N:5]2[CH:6]=[CH:7][C:3]([C:2]([F:32])([F:33])[F:1])=[N:4]2)[CH:10]=1)(=[O:25])=[O:26])=[O:51])[CH2:54][CH2:55][CH3:56]. Procedure: To a solution of 3-[3-(3-trifluoromethylpyrazol-1-ylmethyl)phenyl]-5-iso-butyl-N-tert-butylthiophene-2-sulfonamide (43.5 mg, 0.087 mmol; see step (a)) in CH2Cl2 (2 mL) was added BCl3 (0.6 mL, 1.0 M in hexane) and the reaction mixture was stirred for 1 h at ambient temperature. The reaction mixture was concentrated in vacuo. Water (5 mL) was added to the residue and this was then extracted with EtOAc. The combined organic phase was washed with water and brine, dried (over anhydrous MgSO4) and con... Starting materials: CC1=C(C=C(C(=C1)OCC1=CC=CC=C1)C)O (2,5-dimethyl-4-(phenylmethoxy)-phenol), BrC(C(C(=O)OC)(C)C)CC (bromo-2,2 dimethylvaleric acid, methyl ester), C1(=CC=CC=C1)[O-].[Na+] (sodium phenolate), [H][H] (hydrogen), [H-].[Na+] (sodium hydride). Solvent: C1(=CC=CC=C1)C (toluene), O (water), C1(=CC=CC=C1)C (toluene), CS(=O)C (dimethylsulfoxide). Reaction conditions: temperature 75 celsius. Yields the product CC1=C(OCCCC(C(=O)OC)(C)C)C=C(C(=C1)OCC1=CC=CC=C1)C (5-[2,5-Dimethyl-4-(phenylmethoxy)phenoxy]-2,2-dimethylpentanoic acid, methyl ester). RXN SMILES: [H-].[Na+].[CH3:3][C:4]1[CH:9]=[C:8]([O:10][CH2:11][C:12]2[CH:17]=[CH:16][CH:15]=[CH:14][CH:13]=2)[C:7]([CH3:18])=[CH:6][C:5]=1[OH:19].[H][H].Br[CH:23]([CH2:31][CH3:32])[C:24]([CH3:30])([CH3:29])[C:25]([O:27][CH3:28])=[O:26].C1([O-])C=CC=CC=1.[Na+]>C1(C)C=CC=CC=1.O.CS(C)=O>[CH3:3][C:4]1[CH:9]=[C:8]([O:10][CH2:11][C:12]2[CH:13]=[CH:14][CH:15]=[CH:16][CH:17]=2)[C:7]([CH3:18])=[CH:6][C:5]=1[O:19][CH2:32][CH2:31][CH2:23][C:24]([CH3:30])([CH3:29])[C:25]([O:27][CH3:28])=[O:26] |f:0.1,5.6|. Procedure: A 1 liter, 3 neck round bottom flask fitted with an overhead stirrer is charged with 100 mL of dimethylsulfoxide and 6.0 g of 60% sodium hydride, washed free of mineral oil with toluene (3.6 g contained; 150 mmol), then a solution of 34.2 g 150 mmol) of 2,5-dimethyl-4-(phenylmethoxy)-phenol (Example K) in 200 mL of toluene is added at 20°-25° C. When hydrogen evolution is complete, 40.1 g (1.2×150 mmol) of 5 bromo-2,2 dimethylvaleric acid, methyl ester (U.S. Pat. No. 4,665,226) is added and the ... The reactants are BrC=1C=C(C=CC1F)CNC(=O)C1=NC(=CC=C1)C(=O)NCC=1C(=C2C(=NC1CC)N(N=C2)CC)NC2CCOCC2 (N-[(3-bromo-4-fluorophenyl)methyl]-N′-{[1,6-diethyl-4-(tetrahydro-2H-pyran-4-ylamino)-1H-pyrazolo[3,4-b]pyridin-5-yl]methyl}-2,6-pyridinedicarboxamide), CN1CCC(CC1)CC1=CC(=CC=C1)B1OC(C(O1)(C)C)(C)C (1-methyl-4-{[3-(4,4,5,5-tetramethyl-1,3,2-dioxaborolan-2-yl)phenyl]methyl}piperidine), C(=O)([O-])[O-].[Na+].[Na+] (Na2CO3). Reagents/catalysts: C1=CC=C(C=C1)P([C-]2C=CC=C2)C3=CC=CC=C3.C1=CC=C(C=C1)P([C-]2C=CC=C2)C3=CC=CC=C3.Cl[Pd]Cl.[Fe+2] (PdCl2(dppf)). Run in O1CCOCC1 (1,4-dioxane), O (water). Run at temperature 100 celsius. Product: C(C)N1N=CC=2C1=NC(=C(C2NC2CCOCC2)CNC(=O)C2=NC(=CC=C2)C(=O)NCC=2C=C(C(=CC2)F)C2=CC(=CC=C2)CC2CCN(CC2)C)CC (N-{[1,6-diethyl-4-(tetrahydro-2H-pyran-4-ylamino)-1H-pyrazolo[3,4-b]pyridin-5-yl]methyl}-N′-({6-fluoro-3′-[(1-methyl-4-piperidinyl)methyl]-3-biphenylyl}methyl)-2,6-pyridinedicarboxamide). Yield: 15.4%. As a reaction SMILES: Br[C:2]1[CH:3]=[C:4]([CH2:9][NH:10][C:11]([C:13]2[CH:18]=[CH:17][CH:16]=[C:15]([C:19]([NH:21][CH2:22][C:23]3[C:24]([NH:36][CH:37]4[CH2:42][CH2:41][O:40][CH2:39][CH2:38]4)=[C:25]4[CH:33]=[N:32][N:31]([CH2:34][CH3:35])[C:26]4=[N:27][C:28]=3[CH2:29][CH3:30])=[O:20])[N:14]=2)=[O:12])[CH:5]=[CH:6][C:7]=1[F:8].[CH3:43][N:44]1[CH2:49][CH2:48][CH:47]([CH2:50][C:51]2[CH:56]=[CH:55][CH:54]=[C:53](B3OC(C)(C)C(C)(C)O3)[CH:52]=2)[CH2:46][CH2:45]1.C([O-])([O-])=O.[Na+].[Na+]>O1CCOCC1.O.C1C=CC(P(C2C=CC=CC=2)[C-]2C=CC=C2)=CC=1.C1C=CC(P(C2C=CC=CC=2)[C-]2C=CC=C2)=CC=1.Cl[Pd]Cl.[Fe+2]>[CH2:34]([N:31]1[C:26]2=[N:27][C:28]([CH2:29][CH3:30])=[C:23]([CH2:22][NH:21][C:19]([C:15]3[CH:16]=[CH:17][CH:18]=[C:13]([C:11]([NH:10][CH2:9][C:4]4[CH:3]=[C:2]([C:55]5[CH:54]=[CH:53][CH:52]=[C:51]([CH2:50][CH:47]6[CH2:48][CH2:49][N:44]([CH3:43])[CH2:45][CH2:46]6)[CH:56]=5)[C:7]([F:8])=[CH:6][CH:5]=4)=[O:12])[N:14]=3)=[O:20])[C:24]([NH:36][CH:37]3[CH2:42][CH2:41][O:40][CH2:39][CH2:38]3)=[C:25]2[CH:33]=[N:32]1)[CH3:35] |f:2.3.4,7.8.9.10|. Reported procedure: A mixture of N-[(3-bromo-4-fluorophenyl)methyl]-N′-{[1,6-diethyl-4-(tetrahydro-2H-pyran-4-ylamino)-1H-pyrazolo[3,4-b]pyridin-5-yl]methyl}-2,6-pyridinedicarboxamide (50 mg, 0.078 mmol), 1-methyl-4-{[3-(4,4,5,5-tetramethyl-1,3,2-dioxaborolan-2-yl)phenyl]methyl}piperidine (31.4 mg, 0.078 mmol), Na2CO3 (24.90 mg, 0.235 mmol) and PdCl2(dppf) (5.73 mg, 7.83 μmol) was diluted in a mixture of 1,4-dioxane (3 mL) and water (1 mL) in a 2-5 mL Biotage microwave reaction tube. The mixture was degassed by bub... Reactants: [Li]CCCC, CC(=O)O, CCCCCC, CCOC(C)=O, C=Cn1cnc2ccccc21, CC(C)NC(C)C, CCOC=O, C1CCOC1, O. Yields the product C=Cn1c(C=O)nc2ccccc21. As a reaction SMILES: [CH2:8]([Li:9])[CH2:10][CH2:11][CH3:12].[CH3:29][C:30](=[O:31])[OH:32].[CH3:33][CH2:34][CH2:35][CH2:36][CH2:37][CH3:38].[CH3:44][CH2:45][O:46][C:47](=[O:48])[CH3:49].[CH:13](=[CH2:14])[n:15]1[cH:16][n:17][c:18]2[c:19]1[cH:20][cH:21][cH:22][cH:23]2.[CH:1]([NH:2][CH:3]([CH3:4])[CH3:5])([CH3:6])[CH3:7].[CH:24](=[O:25])[O:26][CH2:27][CH3:28].[O:39]1[CH2:40][CH2:41][CH2:42][CH2:43]1.[OH2:50]>>[CH:13](=[CH2:14])[n:15]1[c:16]([CH:24]=[O:25])[n:17][c:18]2[c:19]1[cH:20][cH:21][cH:22][cH:23]2. Reactants: C1(=CC=CC=C1)SCCN1C2=C(C=3C=CC=CC13)CCN(CC2)C(=O)OC(C)(C)C (tert-Butyl 6-[2-(phenylsulfanyl)ethyl]-1,4,5,6-tetrahydroazepino[4,5-b]indole-3(2H)-carboxylate), FC(C(=O)O)(F)F (trifluoroacetic acid). Conditions: time 5 minute. Product: FC(C(=O)O)(F)F.C1CNCCC=2N(C=3C=CC=CC3C21)CCSC2=CC=CC=C2 (phenyl 2-(2,3,4,5-tetrahydroazepino[4,5-b]indol-6(1H)-yl)ethyl sulfide trifluoroacetate). Reaction SMILES: [C:1]1([S:7][CH2:8][CH2:9][N:10]2[C:18]3[CH:17]=[CH:16][CH:15]=[CH:14][C:13]=3[C:12]3[CH2:19][CH2:20][N:21](C(OC(C)(C)C)=O)[CH2:22][CH2:23][C:11]2=3)[CH:6]=[CH:5][CH:4]=[CH:3][CH:2]=1.[F:31][C:32]([F:37])([F:36])[C:33]([OH:35])=[O:34]>>[F:31][C:32]([F:37])([F:36])[C:33]([OH:35])=[O:34].[CH2:19]1[C:12]2[C:13]3[CH:14]=[CH:15][CH:16]=[CH:17][C:18]=3[N:10]([CH2:9][CH2:8][S:7][C:1]3[CH:6]=[CH:5][CH:4]=[CH:3][CH:2]=3)[C:11]=2[CH2:23][CH2:22][NH:21][CH2:20]1 |f:2.3|. Reported procedure: tert-Butyl 6-[2-(phenylsulfanyl)ethyl]-1,4,5,6-tetrahydroazepino[4,5-b]indole-3(2H)-carboxylate (0.0532 g, 0126 mmol) was dissolved in trifluoroacetic acid (2 mL), and the solution was stirred for 5 min. The reaction mixture was concentrated to dryness to give phenyl 2-(2,3,4,5-tetrahydroazepino[4,5-b]indol-6(1H)-yl)ethyl sulfide trifluoroacetate (0.70 g) as a tan solid. 1H NMR (300 MHz, CD3OD) δ 3.12, 3.18, 3.30, 3.34-3.41, 4.41, 7.08, 7.15, 7.17-7.26, 7.45; MS (ESI+) for C20H22N2S m/z 323.2 (M... The reactants are C([O-])([O-])=O.[K+].[K+] (potassium carbonate), BrC=1C=C2C(=CNC2=C(C1)C(=O)N)C1CCN(CC1)S(=O)(=O)CC (5-bromo-3-[1-(ethylsulfonyl)-4-piperidinyl]-1H-indole-7-carboxamide), CC1(OB(OC1(C)C)C=1C=C(C=NC1)CNCCC#N)C (3-({[5-(4,4,5,5-tetramethyl-1,3,2-dioxaborolan-2-yl)-3-pyridinyl]methyl}amino)propanenitrile), O1CCOCC1 (dioxane). Reagents/catalysts: CN(C)C[C]1[CH][CH][CH][C-]1.C1C[C@H]2C[C@@H]1CC2PC3C[C@H]4CC[C@@H]3C4.[CH]1[CH][CH][CH][CH]1.Cl[Pd+].[Fe] (SK-CC02-A). The solvent is CO (methanol), O (water). Product: C(#N)CCNCC=1C=C(C=NC1)C=1C=C2C(=CNC2=C(C1)C(=O)N)C1CCN(CC1)S(=O)(=O)CC (5-(5-{[(2-cyanoethyl)amino]methyl}-3-pyridinyl)-3-[1-(ethylsulfonyl)-4-piperidinyl]-1H-indole-7-carboxamide). The yield is 17.4%. As a reaction SMILES: Br[C:2]1[CH:3]=[C:4]2[C:8](=[C:9]([C:11]([NH2:13])=[O:12])[CH:10]=1)[NH:7][CH:6]=[C:5]2[CH:14]1[CH2:19][CH2:18][N:17]([S:20]([CH2:23][CH3:24])(=[O:22])=[O:21])[CH2:16][CH2:15]1.CC1(C)C(C)(C)OB([C:33]2[CH:34]=[C:35]([CH2:39][NH:40][CH2:41][CH2:42][C:43]#[N:44])[CH:36]=[N:37][CH:38]=2)O1.O1CCOCC1.C(=O)([O-])[O-].[K+].[K+]>O.CN(C[C]1[C-][CH][CH][CH]1)C.C1[C@H]2CC(PC3[C@H]4C[C@H](CC4)C3)[C@H](C2)C1.[CH]1[CH][CH][CH][CH]1.Cl[Pd+].[Fe].CO>[C:43]([CH2:42][CH2:41][NH:40][CH2:39][C:35]1[CH:34]=[C:33]([C:2]2[CH:3]=[C:4]3[C:8](=[C:9]([C:11]([NH2:13])=[O:12])[CH:10]=2)[NH:7][CH:6]=[C:5]3[CH:14]2[CH2:15][CH2:16][N:17]([S:20]([CH2:23][CH3:24])(=[O:22])=[O:21])[CH2:18][CH2:19]2)[CH:38]=[N:37][CH:36]=1)#[N:44] |f:3.4.5,7.8.9.10.11,^1:61,62,63,64,65,82,83,84,85,86|. Reported procedure: To 5-bromo-3-[1-(ethylsulfonyl)-4-piperidinyl]-1H-indole-7-carboxamide (30 mg, 0.072 mmol) was added 3-({[5-(4,4,5,5-tetramethyl-1,3,2-dioxaborolan-2-yl)-3-pyridinyl]methyl}amino)propanenitrile (24.8 mg, 0.086 mmol). To this mixture was added dioxane (0.75 mL), followed by a solution of potassium carbonate (60 mg, 0.434 mmol) in water (0.25 mL) and SK-CC02-A (4.4 mg, 0.007 mmol). The vials were capped and reacted in a CEM microwave at 150° C. for 30 min. The reaction was loaded onto a 2 g SCX SP... The reactants are ClC1=NC=C(C(=N1)Cl)[N+](=O)[O-] (2,4-dichloro-5-nitropyrimidine), C1(CCCCC1)N[C@H](C)C(=O)OC (methyl N-cyclohexyl-D-alaninate), C([O-])([O-])=O.[K+].[K+] (potassium carbonate). Run in CCOCC (ether). Reaction conditions: time 16 hour. Isolated yield 41.0%. Yields the product ClC1=NC=C(C(=N1)N([C@H](C)C(=O)OC)C1CCCCC1)[N+](=O)[O-] (Methyl N-(2-chloro-5-nitropyrimidin-4-yl)-N-cyclohexyl-D-alaninate). RXN SMILES: [Cl:1][C:2]1[N:7]=[C:6](Cl)[C:5]([N+:9]([O-:11])=[O:10])=[CH:4][N:3]=1.[CH:12]1([NH:18][C@@H:19]([C:21]([O:23][CH3:24])=[O:22])[CH3:20])[CH2:17][CH2:16][CH2:15][CH2:14][CH2:13]1.C(=O)([O-])[O-].[K+].[K+]>CCOCC>[Cl:1][C:2]1[N:7]=[C:6]([N:18]([CH:12]2[CH2:17][CH2:16][CH2:15][CH2:14][CH2:13]2)[C@@H:19]([C:21]([O:23][CH3:24])=[O:22])[CH3:20])[C:5]([N+:9]([O-:11])=[O:10])=[CH:4][N:3]=1 |f:2.3.4|. Reported procedure: To a solution of 2,4-dichloro-5-nitropyrimidine (28.5 g, 146.9 mmol) in ether (200 mL) was added methyl N-cyclohexyl-D-alaninate (17.0 g, 91.8 mmol) at −10° C. To the resulting solution was then added aqueous potassium carbonate (19.0 g in 100 mL water) drop wise while maintaining the temperature below 0° C. Reaction mixture was then warmed to rt and stirred at rt for 16 h. The organic layer was separated and the aqueous layer was extracted with ether (3×75 mL). Combined ether solution was washe... Starting materials: ClCCl, O=[Cr](=O)([O-])O[Cr](=O)(=O)[O-], O=C([O-])C(F)(F)F, CC(O)c1ccc2c(c1)C(C)(C)CCC2, c1cc[nH+]cc1, c1cc[nH+]cc1, c1cc[nH+]cc1. Product: CC(=O)c1ccc2c(c1)C(C)(C)CCC2. As a reaction SMILES: [CH2:50]([Cl:51])[Cl:52].[Cr:16]([O:17][Cr:18]([O-:19])(=[O:20])=[O:21])([O-:22])(=[O:23])=[O:24].[F:37][C:38]([F:39])([F:40])[C:41]([O-:42])=[O:43].[OH:1][CH:2]([CH3:3])[c:4]1[cH:5][c:6]2[c:11]([cH:12][cH:13]1)[CH2:10][CH2:9][CH2:8][C:7]2([CH3:14])[CH3:15].[nH+:25]1[cH:26][cH:27][cH:28][cH:29][cH:30]1.[nH+:31]1[cH:32][cH:33][cH:34][cH:35][cH:36]1.[nH+:44]1[cH:45][cH:46][cH:47][cH:48][cH:49]1>>[O:1]=[C:2]([CH3:3])[c:4]1[cH:5][c:6]2[c:11]([cH:12][cH:13]1)[CH2:10][CH2:9][CH2:8][C:7]2([CH3:14])[CH3:15].